describe an organic reaction: reactants, conditions, products, and yield From a dataset of the Open Reaction Database (ORD), a public repository of structured organic reaction records. The reactants are COc1cc(Br)ccc1-n1cnc(C)c1, Cc1ccc(Cn2cnc(N)n2)cc1. The product is COc1cc(Nc2ncn(Cc3ccc(C)cc3)n2)ccc1-n1cnc(C)c1. RXN SMILES: [Br:1][c:2]1[cH:3][c:4]([O:14][CH3:15])[c:5](-[n:8]2[cH:9][n:10][c:11]([CH3:13])[cH:12]2)[cH:6][cH:7]1.[CH3:16][c:17]1[cH:18][cH:19][c:20]([CH2:21][n:22]2[n:23][c:24]([NH2:27])[n:25][cH:26]2)[cH:28][cH:29]1>>[c:2]1([NH:27][c:24]2[n:23][n:22]([CH2:21][c:20]3[cH:19][cH:18][c:17]([CH3:16])[cH:29][cH:28]3)[cH:26][n:25]2)[cH:3][c:4]([O:14][CH3:15])[c:5](-[n:8]2[cH:9][n:10][c:11]([CH3:13])[cH:12]2)[cH:6][cH:7]1.